Dataset: the Open Reaction Database (ORD), a public repository of structured organic reaction records. Task: describe an organic reaction: reactants, conditions, products, and yield Starting materials: C(C1=CC=CC=C1)N1CCC(CC1)(O)C1=CC=C(C=C1)OC (1-benzyl-4-(4-methoxyphenyl)piperidin-4-ol), [OH-].[Na+] (sodium hydroxide). Solvent: C(C)(=O)OCC.ClCCl (ethyl acetate dichloromethane). The product is C(C1=CC=CC=C1)N1CCC(=CC1)C1=CC=C(C=C1)OC (1-benzyl-1,2,3,6-tetrahydro-4-(4-methoxyphenyl)pyridine). RXN SMILES: [CH2:1]([N:8]1[CH2:13][CH2:12][C:11]([C:15]2[CH:20]=[CH:19][C:18]([O:21][CH3:22])=[CH:17][CH:16]=2)(O)[CH2:10][CH2:9]1)[C:2]1[CH:7]=[CH:6][CH:5]=[CH:4][CH:3]=1.[OH-].[Na+]>C(OCC)(=O)C.ClCCl>[CH2:1]([N:8]1[CH2:9][CH:10]=[C:11]([C:15]2[CH:16]=[CH:17][C:18]([O:21][CH3:22])=[CH:19][CH:20]=2)[CH2:12][CH2:13]1)[C:2]1[CH:3]=[CH:4][CH:5]=[CH:6][CH:7]=1 |f:1.2,3.4|. Procedure details: A mixture of 1-benzyl-4-(4-methoxyphenyl)piperidin-4-ol (XIV, Step 1, 8.37 g, 28.1 mmol) and concentrated hydrochloric acid/H2O (1/1, 28 ml) is heated at 76° for 3 min. The resulting slurry is cooled and aqueous sodium hydroxide is added to make the mixture basic. The mixture is extracted several times with dichloromethane and the combined organic extracts are backwashed with saline, dried over magnesium sulfate, concentrated, and the resulting material chromatographed on silica gel eluting with... The reactants are BrC=1C=C2C=C(N(C2=CC1)C1=CC=C(C=C1)OCOC)C (5-bromo-1-(4-methoxymethyloxyphenyl)-2-methyl-1H -indole), CN(C=O)C (dimethylformamide), P(=O)(Cl)(Cl)Cl (Phosphorous oxychloride), CN(C=O)C (dimethylformamide). The product is BrC=1C=C2C(=C(N(C2=CC1)C1=CC=C(C=C1)O)C)C=O (5-Bromo-1-(4-hydroxyphenyl)-2-methyl-1H-indole -3-carbaldehyde). The yield is 51.0%. As a reaction SMILES: P(Cl)(Cl)(Cl)=O.[Br:6][C:7]1[CH:8]=[C:9]2[C:13](=[CH:14][CH:15]=1)[N:12]([C:16]1[CH:21]=[CH:20][C:19]([O:22]COC)=[CH:18][CH:17]=1)[C:11]([CH3:26])=[CH:10]2.CN(C)[CH:29]=[O:30]>>[Br:6][C:7]1[CH:8]=[C:9]2[C:13](=[CH:14][CH:15]=1)[N:12]([C:16]1[CH:21]=[CH:20][C:19]([OH:22])=[CH:18][CH:17]=1)[C:11]([CH3:26])=[C:10]2[CH:29]=[O:30]. Procedure: Phosphorous oxychloride (2.5 mL) was added to anhydrous dimethylformamide (5 mL) and stirred at room temperature for 15 min whereupon a solution of 5-bromo-1-(4-methoxymethyloxyphenyl)-2-methyl-1H -indole (0.65 g, 1.9 mmol) in dimethylformamide (10 mL) was added. The solution was reacted according to the procedure used in Example 2a to afford a tan solid (51%): mp>250° C.; 1H NMR (DMSO-d6): δ 2.50 (3H, s), 6.95-7.02 (3 H, m), 7.21 (1H, dd, J=2.4 Hz, J=8.8 Hz), 7.28 (2H, d, J=8.7 Hz), 8.38 (1H, d... As a reaction SMILES: [C:1]([CH3:2])([CH3:3])([CH3:4])[O:5][C:6]([CH:7]=[CH:8][c:9]1[cH:10][n:11]([S:14](=[O:15])(=[O:16])[c:17]2[cH:18][c:19]([Br:23])[cH:20][cH:21][cH:22]2)[cH:12][cH:13]1)=[O:24].[Cl:32][CH2:33][Cl:34].[F:25][C:26]([F:27])([F:28])[C:29]([OH:30])=[O:31]>>[O:5]=[C:6]([CH:7]=[CH:8][c:9]1[cH:10][n:11]([S:14](=[O:15])(=[O:16])[c:17]2[cH:18][c:19]([Br:23])[cH:20][cH:21][cH:22]2)[cH:12][cH:13]1)[OH:24]. Product: O=C(O)C=Cc1ccn(S(=O)(=O)c2cccc(Br)c2)c1. Starting materials: CC(C)(C)OC(=O)C=Cc1ccn(S(=O)(=O)c2cccc(Br)c2)c1, ClCCl, O=C(O)C(F)(F)F.